Dataset: the Open Reaction Database (ORD), a public repository of structured organic reaction records. Task: describe an organic reaction: reactants, conditions, products, and yield Reactants: COC(C1=CN=C(C(=C1)Cl)N)=O (6-amino-5-chloronicotinic acid methyl ester), C(C)(C)(C)OC(NC1(CCC1)C1=CC=C(C=C1)C(C(C1=CC=CC=C1)Br)=O)=O ({1-[4-(2-bromo-2-phenyl-acetyl)-phenyl]-cyclobutyl}-carbamic acid tert-butyl ester). Solvent: C(Cl)Cl (DCM), O (water), C(C)(C)O (isopropanol). Product: COC(=O)C=1C=C(C=2N(C1)C(=C(N2)C2=CC=C(C=C2)C2(CCC2)NC(=O)OC(C)(C)C)C2=CC=CC=C2)Cl (2-[4-(1-tert-butoxycarbonylamino-cyclobutyl)-phenyl]-8-chloro-3-phenyl-imidazo[1,2-a]pyridine-6-carboxylic acid methyl ester), COC(C1=CN=C(C(=C1)Cl)N)=O (6-amino-5-chloronicotinic acid methyl ester). Reaction SMILES: [CH3:1][O:2][C:3](=[O:12])[C:4]1[CH:9]=[C:8]([Cl:10])[C:7]([NH2:11])=[N:6][CH:5]=1.[C:13]([O:17][C:18](=[O:40])[NH:19][C:20]1([C:24]2[CH:29]=[CH:28][C:27]([C:30](=O)[CH:31](Br)[C:32]3[CH:37]=[CH:36][CH:35]=[CH:34][CH:33]=3)=[CH:26][CH:25]=2)[CH2:23][CH2:22][CH2:21]1)([CH3:16])([CH3:15])[CH3:14]>C(O)(C)C.C(Cl)Cl.O>[CH3:1][O:2][C:3]([C:4]1[CH:9]=[C:8]([Cl:10])[C:7]2[N:6]([C:31]([C:32]3[CH:33]=[CH:34][CH:35]=[CH:36][CH:37]=3)=[C:30]([C:27]3[CH:26]=[CH:25][C:24]([C:20]4([NH:19][C:18]([O:17][C:13]([CH3:16])([CH3:15])[CH3:14])=[O:40])[CH2:23][CH2:22][CH2:21]4)=[CH:29][CH:28]=3)[N:11]=2)[CH:5]=1)=[O:12].[CH3:1][O:2][C:3](=[O:12])[C:4]1[CH:9]=[C:8]([Cl:10])[C:7]([NH2:11])=[N:6][CH:5]=1. Procedure details: A mixture of 6-amino-5-chloronicotinic acid methyl ester (0.588 g, 3.15 mmol), {1-[4-(2-bromo-2-phenyl-acetyl)-phenyl]-cyclobutyl}-carbamic acid tert-butyl ester [Int-1-A] (2.00 g, 70% purity by UPLC-MS, 3.15 mmol) and powdered activated 3 Å molecular sieves in isopropanol (9.7 mL) was heated at reflux for 20 hours. On cooling, the mixture was diluted with DCM and water, filtered through Celite and the organic extract washed with brine, dried and concentrated in vacuo. Purification was achieved ... Starting materials: C(CCCCCCCCCCC)OC(C(=C)C)=O (laurylmethacrylate), C(C=C)(=O)O (acrylic acid), liquid, hydrocarbon, N(=NC(C#N)(CC(C)C)C)C(C#N)(CC(C)C)C (2,2'-azobis(2,4-dimethylvaleronitrile)), CC(C)(C#N)N=NC(C)(C)C#N (Vazo). Run at temperature 50 celsius, time 2 hour. Product: C(CCCCCCCCCCC)OC(C(=C)C)=O.C(C=C)(=O)O (Laurylmethacrylate Acrylic Acid). Isolated yield 33.0%. RXN SMILES: [CH2:1]([O:13][C:14](=[O:18])[C:15]([CH3:17])=[CH2:16])[CH2:2][CH2:3][CH2:4][CH2:5][CH2:6][CH2:7][CH2:8][CH2:9][CH2:10][CH2:11][CH3:12].[C:19]([OH:23])(=[O:22])[CH:20]=[CH2:21].N(C(C)(CC(C)C)C#N)=NC(C)(CC(C)C)C#N.CC(N=NC(C#N)(C)C)(C#N)C>>[CH2:1]([O:13][C:14](=[O:18])[C:15]([CH3:17])=[CH2:16])[CH2:2][CH2:3][CH2:4][CH2:5][CH2:6][CH2:7][CH2:8][CH2:9][CH2:10][CH2:11][CH3:12].[C:19]([OH:23])(=[O:22])[CH:20]=[CH2:21] |f:4.5|. Reported procedure: To 795.4 g of laurylmethacrylate is added 4.64 g of glacial acrylic acid and 800 g of liquid hydrocarbon sold commercially as Isopar® M by Exxon. Then 0.8 g of 2,2'-azobis(2,4-dimethylvaleronitrile) which is sold commercially as Vazo® 52 by E. I. duPont de Nemours Corporation is added. The solution is agitated, purged with nitrogen for 1 hour and then heated to 50° C. After 12 hours of heating, the temperature of the thickened solution is increased to 60° C. and held there for 2 hours. It is the...